Dataset: the Open Reaction Database (ORD), a public repository of structured organic reaction records. Task: describe an organic reaction: reactants, conditions, products, and yield The reactants are CCN=C=NCCCN(C)C (EDCI), C=1C=CC2=C(C1)N=NN2O (HOBt), C1=CC(=CC(=C1)Cl)[C@@H](CO)N ((S)-3-chlorophenylglycynol), C(C)(C)N(CC)C(C)C (Diisopropylethylamine), ClC=1C(=CC(=NC1)NC(C)C)C=1C=C(NC1)C(=O)O (4-(5-chloro-2-isopropylaminopyridin-4-yl)-1H-pyrrole-2-carboxylic acid). Run in CN(C)C=O (DMF), O (water). Reaction conditions: time 8 hour. Yields the product ClC=1C=C(C=CC1)C(CO)NC(=O)C=1NC=C(C1)C1=CC(=NC=C1Cl)NC(C)C (4-(5-Chloro-2-isopropylaminopyridin-4-yl)-1H-pyrrole-2-carboxylic acid [1-(3-chlorophenyl)-2-hydroxyethyl]amide). Yield: 63.5%. As a reaction SMILES: [Cl:1][C:2]1[C:3]([C:12]2[CH:13]=[C:14]([C:17]([OH:19])=O)[NH:15][CH:16]=2)=[CH:4][C:5]([NH:8][CH:9]([CH3:11])[CH3:10])=[N:6][CH:7]=1.CCN=C=NCCCN(C)C.C1C=CC2N(O)N=NC=2C=1.[CH:41]1[CH:46]=[C:45]([Cl:47])[CH:44]=[C:43]([C@H:48]([NH2:51])[CH2:49][OH:50])[CH:42]=1.C(N(C(C)C)CC)(C)C>CN(C=O)C.O>[Cl:47][C:45]1[CH:44]=[C:43]([CH:48]([NH:51][C:17]([C:14]2[NH:15][CH:16]=[C:12]([C:3]3[C:2]([Cl:1])=[CH:7][N:6]=[C:5]([NH:8][CH:9]([CH3:10])[CH3:11])[CH:4]=3)[CH:13]=2)=[O:19])[CH2:49][OH:50])[CH:42]=[CH:41][CH:46]=1. Procedure details: To a suspension of 4-(5-chloro-2-isopropylaminopyridin-4-yl)-1H-pyrrole-2-carboxylic acid (1.93 g, 6.9 mmol, 1.0 equivalent) in DMF (5.0 mL) was added EDCI (1.45 g, 7.6 mmol, 1.1 equivalents), HOBt (0.94 g, 6.9 mmol, 1.0 equivalent) and (S)-3-chlorophenylglycynol (1.58 g, 7.6 mmol, 1.1 equivalents). Diisopropylethylamine (2.7 mL) was then added and the resulting mixture was stirred a room temperature overnight. The mixture was then poured into water and extracted with ethyl acetate. After drying...